This data is from the Open Reaction Database (ORD), a public repository of structured organic reaction records. The task is: describe an organic reaction: reactants, conditions, products, and yield The reactants are CC(C)(C)OC(=O)COCCCOc1ccccc1, COc1ccccc1, ClCCl, O=C(O)C(F)(F)F. Product: O=C(O)COCCCOc1ccccc1. Reaction SMILES: [C:1]([CH3:2])([CH3:3])([CH3:4])[O:5][C:6]([CH2:7][O:8][CH2:9][CH2:10][CH2:11][O:12][c:13]1[cH:14][cH:15][cH:16][cH:17][cH:18]1)=[O:19].[CH3:20][O:21][c:22]1[cH:23][cH:24][cH:25][cH:26][cH:27]1.[Cl:35][CH2:36][Cl:37].[F:28][C:29]([F:30])([F:31])[C:32]([OH:33])=[O:34]>>[O:5]=[C:6]([CH2:7][O:8][CH2:9][CH2:10][CH2:11][O:12][c:13]1[cH:14][cH:15][cH:16][cH:17][cH:18]1)[OH:19].